Task: describe an organic reaction: reactants, conditions, products, and yield. Dataset: the Open Reaction Database (ORD), a public repository of structured organic reaction records The reactants are CCc1cc(-c2nc(-c3cc(C)nc(NC(C)C)n3)no2)cc(C)c1OCC1CO1, CO, N. The product is CCc1cc(-c2nc(-c3cc(C)nc(NC(C)C)n3)no2)cc(C)c1OCC(O)CN. As a reaction SMILES: [CH2:1]([CH3:2])[c:3]1[cH:4][c:5](-[c:15]2[n:16][c:17](-[c:20]3[n:21][c:22]([NH:27][CH:28]([CH3:29])[CH3:30])[n:23][c:24]([CH3:26])[cH:25]3)[n:18][o:19]2)[cH:6][c:7]([CH3:14])[c:8]1[O:9][CH2:10][CH:11]1[O:12][CH2:13]1.[CH3:32][OH:33].[NH3:31]>>[CH2:1]([CH3:2])[c:3]1[cH:4][c:5](-[c:15]2[n:16][c:17](-[c:20]3[n:21][c:22]([NH:27][CH:28]([CH3:29])[CH3:30])[n:23][c:24]([CH3:26])[cH:25]3)[n:18][o:19]2)[cH:6][c:7]([CH3:14])[c:8]1[O:9][CH2:10][CH:11]([OH:12])[CH2:13][NH2:31].